Dataset: the Open Reaction Database (ORD), a public repository of structured organic reaction records. Task: describe an organic reaction: reactants, conditions, products, and yield Reactants: O (water), C(CCC)[Si](OC1(C=CC(C=C1)=O)C(F)(F)F)(CCCC)CCCC (4-tri-n-butylsiloxy-4-trifluoromethyl-2,5-cyclohexadien-1-one), solution, C(C)(=O)O (acetic acid). The reagents and catalysts are [Zn] (zinc). Run in C(C)O (ethanol). Yields the product FC(C1=CC=C(C=C1)O)(F)F (4-trifluoromethylphenol). The yield is 24.7%. RXN SMILES: C([Si](CCCC)(CCCC)O[C:7]1([C:14]([F:17])([F:16])[F:15])[CH:12]=[CH:11][C:10](=[O:13])[CH:9]=[CH:8]1)CCC.C(O)(=O)C.O>C(O)C.[Zn]>[F:15][C:14]([F:16])([F:17])[C:7]1[CH:8]=[CH:9][C:10]([OH:13])=[CH:11][CH:12]=1. Procedure details: A solution of 3.9 g (20 mmol) of 4-tri-n-butylsiloxy-4-trifluoromethyl-2,5-cyclohexadien-1-one in 10 mL of absolute ethanol was treated successively with 1.3 g (20 mmol) of zinc dust and 10 mL of a solution of 80% acetic acid - 20% water. The mixture was heated to reflux for one hour, allowed to cool to room temperature, and poured into 100 mL of water. The resulting aqueous mixture was extracted with three 50 mL portions of diethyl ether. Combination, drying (MgSO4), and concentration of the et... Reactants: NC1=NC=NN2C1=CC=C2C=O (4-aminopyrrolo[2,1-f][1,2,4]triazine-7-carbaldehyde), N1CCOCC1 (morpholine), C(C)(=O)O[BH-](OC(C)=O)OC(C)=O.[Na+] (sodium triacetoxyborohydride). Solvent: 1,2-dichroloethane. Run at time 16 hour. Yields the product N1(CCOCC1)CC1=CC=C2C(=NC=NN21)N (7-(morpholin-4-ylmethyl)pyrrolo[2,1-f][1,2,4]triazin-4-amine). Yield: 19.5%. Reaction SMILES: [NH2:1][C:2]1[C:7]2=[CH:8][CH:9]=[C:10]([CH:11]=O)[N:6]2[N:5]=[CH:4][N:3]=1.[NH:13]1[CH2:18][CH2:17][O:16][CH2:15][CH2:14]1.C(O[BH-](OC(=O)C)OC(=O)C)(=O)C.[Na+]>>[N:13]1([CH2:11][C:10]2[N:6]3[C:7]([C:2]([NH2:1])=[N:3][CH:4]=[N:5]3)=[CH:8][CH:9]=2)[CH2:18][CH2:17][O:16][CH2:15][CH2:14]1 |f:2.3|. Reported procedure: To 4-aminopyrrolo[2,1-f][1,2,4]triazine-7-carbaldehyde (235 mg, 1.45 mmol) in 1,2-dichroloethane (5 ml) was added morpholine (0.25 ml, 2.9 mmol) and sodium triacetoxyborohydride (611 mg, 2.9 mmol). The reaction mixture was stirred at rt under N2 for 16 h. The reaction was quenched with saturated aq. sodium bicarbonate and followed by extraction with CH2Cl2. The organic was dried over Na2SO4, concentrated and purified via column chromatography (5:95 v/v CH3OH—CH2Cl2) to afford 66 mg of the title ... Reactants: C(C)(=O)C1=CC=CC=C1 (acetophenone), essential oil, C/C/1=C\CCC(=C)/C=C/[C@@H](CC1)C(C)C (germacrene D). Solvent: CCCCCC (n-hexane). The product is CC(C)[C@@H]1CC[C@@]2([C@H]1[C@@H]3[C@H]2CCC3=C)C (β-bourbonene). Isolated yield 92.5%. Reaction SMILES: [CH3:1][C:2]1=[CH:3][CH2:4][CH2:5][C:6]([CH:8]=[CH:9][C@H:10]([CH:13]([CH3:15])[CH3:14])[CH2:11][CH2:12]1)=[CH2:7].C(C1C=CC=CC=1)(=O)C>CCCCCC>[CH3:14][CH:13]([C@H:10]1[C@@H:11]2[C@H:12]3[C:2](=[CH2:1])[CH2:3][CH2:4][C@H:5]3[C@:6]2([CH3:7])[CH2:8][CH2:9]1)[CH3:15]. Procedure: 60 kg of leaves of Solidago gigantea Aiton var. leiophylla Fern. was steam-distilled and 120 g of essential oil was obtained. 100 g of the essential oil containing 40 g of germacrene D was dissolved in 20 l of n-hexane with addition of 50 g of acetophenone and was subjected to internal irradiation with the light of high pressure mercury lamp for 12 hours. After fractional distillation under reduced pressure, 37 g of β-bourbonene was obtained. (Conversion Ratio: 93%) The reagents and catalysts are CN(C)C1=CC=NC=C1 (4-(N,N-dimethylamino)pyridine). Conditions: temperature 60 celsius. Product: C(#N)CC(=O)NCC1=C(C=C(C=C1)CC)F (2-cyano-N-(4-ethyl-2-fluoro-benzyl)-acetamide). Run in C(C)O (ethanol). Reported procedure: Methyl cyanoacetate (1.16 mL, 13 mmol) and 4-ethyl-2-fluoro-benzylamine (1.15 g, 7.5 mmol) were combined in ethanol (20 mL). 4-(N,N-dimethylamino)pyridine (catalytic) was added and the reaction was heated in a 60° C. oil bath. After 16 hours heating, the reaction was concentrated under reduced pressure to afford crude product which was purified by flash chromatography eluting with a gradient from hexane to 60% ethyl acetate/hexane to afford 2-cyano-N-(4-ethyl-2-fluoro-benzyl)-acetamide (652 mg, ... As a reaction SMILES: [C:1]([CH2:3][C:4]([O:6]C)=O)#[N:2].[CH2:8]([C:10]1[CH:17]=[CH:16][C:13]([CH2:14][NH2:15])=[C:12]([F:18])[CH:11]=1)[CH3:9]>C(O)C.CN(C1C=CN=CC=1)C>[C:1]([CH2:3][C:4]([NH:15][CH2:14][C:13]1[CH:16]=[CH:17][C:10]([CH2:8][CH3:9])=[CH:11][C:12]=1[F:18])=[O:6])#[N:2]. The reactants are C(#N)CC(=O)OC (Methyl cyanoacetate), C(C)C1=CC(=C(CN)C=C1)F (4-ethyl-2-fluoro-benzylamine). Isolated yield 39.5%. Starting materials: C(C)(C)(C)OC(NC1=C(C(=CC=C1)C1=CC=C2C(=CC=C2)O1)NC(CC(=O)C1=CC(=CC=C1)C#N)=O)=O ({4-benzofuran-2-yl-2-[3-(3-cyano-phenyl)-3-oxo-propionylamino]-phenyl}-carbamic acid tert.-butyl ester), C(=O)(C(F)(F)F)O (TFA). Solvent: C(Cl)Cl (CH2Cl2). Product: O1C(=CC=C2C=CC=C21)C2C(NC1=C(N=C2C=2C=C(C#N)C=CC2)C=CC=C1)=O (3-(7-Benzofuran-2-yl-4-oxo-4,5-dihydro-3H-benzo[b][1,4]diazepin-2-yl)-benzonitrile). Reaction SMILES: C(OC(=O)[NH:7][C:8]1[CH:13]=[CH:12][CH:11]=[C:10](C2OC3=CC=CC3=CC=2)[C:9]=1[NH:23][C:24](=[O:36])[CH2:25][C:26]([C:28]1[CH:33]=[CH:32][CH:31]=[C:30]([C:34]#[N:35])[CH:29]=1)=O)(C)(C)C.[C:38]([OH:44])([C:40](F)(F)F)=O>C(Cl)Cl>[O:44]1[C:38]2[C:40]([CH:10]=[CH:11][CH:12]=2)=[CH:13][CH:8]=[C:9]1[CH:25]1[C:26]([C:28]2[CH:29]=[C:30]([CH:31]=[CH:32][CH:33]=2)[C:34]#[N:35])=[N:7][C:8]2[CH:13]=[CH:12][CH:11]=[CH:10][C:9]=2[NH:23][C:24]1=[O:36]. Reported procedure: Prepared from {4-benzofuran-2-yl-2-[3-(3-cyano-phenyl)-3-oxo-propionylamino]-phenyl}-carbamic acid tert.-butyl ester (Example K28) (255 mg, 0.51 mmol) by treatment with TFA in CH2Cl2 according to the general procedure M. Obtained as a yellow solid (260 mg).